From a dataset of the Open Reaction Database (ORD), a public repository of structured organic reaction records. describe an organic reaction: reactants, conditions, products, and yield The yield is 7.5%. Solvent: N1=CC=CC=C1 (pyridine). RXN SMILES: [NH2:1][C:2]1[CH:30]=[CH:29][C:5]2[NH:6][C:7]([C:12]3[C:13](=[O:28])[N:14]([CH2:23][CH2:24][CH:25]([CH3:27])[CH3:26])[C:15]4[C:20]([C:21]=3[OH:22])=[CH:19][CH:18]=[CH:17][N:16]=4)=[N:8][S:9](=[O:11])(=[O:10])[C:4]=2[CH:3]=1.[CH:31]([S:34](Cl)(=[O:36])=[O:35])([CH3:33])[CH3:32]>N1C=CC=CC=1>[OH:22][C:21]1[C:20]2[C:15](=[N:16][CH:17]=[CH:18][CH:19]=2)[N:14]([CH2:23][CH2:24][CH:25]([CH3:27])[CH3:26])[C:13](=[O:28])[C:12]=1[C:7]1[NH:6][C:5]2[CH:29]=[CH:30][C:2]([NH:1][S:34]([CH:31]([CH3:33])[CH3:32])(=[O:36])=[O:35])=[CH:3][C:4]=2[S:9](=[O:11])(=[O:10])[N:8]=1. Procedure: To the product of Example 205 (21.5 g, 0.05 mmol) in pyridine (1 mL) was added isopropylsulfonyl chloride (22 μl, 0.2 mmol). The reaction mixture was heated in a microwave reactor at 120° C. for 120 minutes. The reaction was cooled to 25° C. and concentrated under reduced pressure. The residue was triturated with water (1 mL), filtered, and washed with 1:1 hexane:ethyl acetate. The crude product was chromatographed on silica gel eluting with 199:1 dichloromethane:methanol to give the title compo... Reaction conditions: temperature 120 celsius. The reactants are NC1=CC2=C(NC(=NS2(=O)=O)C=2C(N(C3=NC=CC=C3C2O)CCC(C)C)=O)C=C1 (3-(7-amino-1,1-dioxido-4H-1,2,4-benzothiadiazin-3-yl)-4-hydroxy-1-(3-methylbutyl)-1,8-naphthyridin-2(1H)-one), C(C)(C)S(=O)(=O)Cl (isopropylsulfonyl chloride). Yields the product OC1=C(C(N(C2=NC=CC=C12)CCC(C)C)=O)C1=NS(C2=C(N1)C=CC(=C2)NS(=O)(=O)C(C)C)(=O)=O (N-{3-[4-hydroxy-1-(3-methylbutyl)-2-oxo-1,2-dihydro-1,8-naphthyridin-3-yl]-1,1-dioxido-4H-1,2,4-benzothiadiazin-7-yl}propane-2-sulfonamide). Starting materials: CC1=C2C=CC=C(C2=CC=C1)O (5-methylnaphthalen-1-ol), ClC1=NC=C(C#N)C=C1 (6-chloronicotinonitrile). The product is CC1=C2C=CC=C(C2=CC=C1)OC1=NC=C(C#N)C=C1 (6-(5-Methylnaphthalen-1-yloxy)nicotinonitrile). RXN SMILES: [CH3:1][C:2]1[CH:11]=[CH:10][CH:9]=[C:8]2[C:3]=1[CH:4]=[CH:5][CH:6]=[C:7]2[OH:12].Cl[C:14]1[CH:21]=[CH:20][C:17]([C:18]#[N:19])=[CH:16][N:15]=1>>[CH3:1][C:2]1[CH:11]=[CH:10][CH:9]=[C:8]2[C:3]=1[CH:4]=[CH:5][CH:6]=[C:7]2[O:12][C:14]1[CH:21]=[CH:20][C:17]([C:18]#[N:19])=[CH:16][N:15]=1. Procedure: Using the procedure outlined in Preparation 15, 5-methylnaphthalen-1-ol and 6-chloronicotinonitrile were converted to the title compound: RT=3.90 min; m/z (ES+)=261.1 [M+H]+. Starting materials: CS(=O)(=O)O.ClC1=C2C=CC=CC2=C(C2=CC=CC=C12)CNC(C(CO)C)O (((10-Chloro9-anthracenyl)methyl)amino-2-methyl-1,3-propanediol methanesulfonate), COCCOC1=C2C=CC=CC2=C(C2=CC=CC=C12)C=O (10-(2-Methoxyethoxy)-9-anthracenecarbaldehyde), NC(CO)(CO)C (2-amino-2-methyl-1,3-propanediol). Product: Cl.COCCOC1=C2C=CC=CC2=C(C2=CC=CC=C12)CNC(CO)(CO)C (2-(((10-(2-methoxyethoxy)-9-anthracenyl)methyl)amino)-2-methyl-1,3-propanediol hydrochloride). As a reaction SMILES: CS(O)(=O)=O.[Cl:6]C1C2C(=CC=CC=2)C(CNC(O)C(C)CO)=C2C=1C=CC=C2.[CH3:29][O:30][CH2:31][CH2:32][O:33][C:34]1[C:47]2[C:42](=[CH:43][CH:44]=[CH:45][CH:46]=2)[C:41]([CH:48]=O)=[C:40]2[C:35]=1[CH:36]=[CH:37][CH:38]=[CH:39]2.[NH2:50][C:51]([CH3:56])([CH2:54][OH:55])[CH2:52][OH:53]>>[ClH:6].[CH3:29][O:30][CH2:31][CH2:32][O:33][C:34]1[C:35]2[C:40](=[CH:39][CH:38]=[CH:37][CH:36]=2)[C:41]([CH2:48][NH:50][C:51]([CH3:56])([CH2:54][OH:55])[CH2:52][OH:53])=[C:42]2[C:47]=1[CH:46]=[CH:45][CH:44]=[CH:43]2 |f:0.1,4.5|. Procedure: Using the reductive amination procedure outlined in 2B, (10-methoxyethoxy)anthracene-9-carbaldehyde (27A) and 2-amino-2-methyl-1,3-propanediol gave 2-(((10-(2-methoxyethoxy)-9-anthracenyl)methyl)amino)-2-methyl-1,3-propanediol hydrochloride.1/4H2O mp 182°-183° (dec), (EtOH/Et2O), (C, H, Cl, N). Starting materials: Cc1cccc(C)c1, [K+], OC1(c2ccc(F)cc2)CCC(C2CCC(CCC3OCCO3)CC2)CC1, O=S(=O)([O-])O. Yields the product Fc1ccc(C2=CCC(C3CCC(CCC4OCCO4)CC3)CC2)cc1. RXN SMILES: [CH3:34][c:35]1[cH:36][c:37]([CH3:38])[cH:39][cH:40][cH:41]1.[K+:33].[O:1]1[CH:2]([CH2:6][CH2:7][CH:8]2[CH2:9][CH2:10][CH:11]([CH:14]3[CH2:15][CH2:16][C:17]([OH:20])([c:21]4[cH:22][cH:23][c:24]([F:27])[cH:25][cH:26]4)[CH2:18][CH2:19]3)[CH2:12][CH2:13]2)[O:3][CH2:4][CH2:5]1.[S:28]([O-:29])([OH:30])(=[O:31])=[O:32]>>[O:1]1[CH:2]([CH2:6][CH2:7][CH:8]2[CH2:9][CH2:10][CH:11]([CH:14]3[CH2:15][CH:16]=[C:17]([c:21]4[cH:22][cH:23][c:24]([F:27])[cH:25][cH:26]4)[CH2:18][CH2:19]3)[CH2:12][CH2:13]2)[O:3][CH2:4][CH2:5]1. Reactants: CO, C[O-], O=C(Cl)c1cn(-c2ccncc2)c2ncccc12, ClCCl, Cl, Cl, N=C(N)N, [Na+], C1CCOC1. Yields the product N=C(N)NC(=O)c1cn(-c2ccncc2)c2ncccc12. Reaction SMILES: [CH3:1][OH:2].[CH3:3][O-:4].[Cl:12][C:13](=[O:14])[c:15]1[cH:16][n:17](-[c:24]2[cH:25][cH:26][n:27][cH:28][cH:29]2)[c:18]2[n:19][cH:20][cH:21][cH:22][c:23]12.[Cl:35][CH2:36][Cl:37].[ClH:11].[ClH:6].[NH2:7][C:8](=[NH:9])[NH2:10].[Na+:5].[O:30]1[CH2:31][CH2:32][CH2:33][CH2:34]1>>[NH:7]=[C:8]([NH:9][C:13](=[O:14])[c:15]1[cH:16][n:17](-[c:24]2[cH:25][cH:26][n:27][cH:28][cH:29]2)[c:18]2[n:19][cH:20][cH:21][cH:22][c:23]12)[NH2:10]. Reactants: C1(=CC=CC=C1)CCP(OCC1=CC=CC=C1)(OCC1=CC=CC=C1)=O ((2-phenylethyl)phosphonic acid, dibenzyl ester), O[C@H](C(=O)N[C@@H](CC(C)C)C(=O)OCC1=CC=CC=C1)CC1=CC=CC=C1 (N-[(S)-2-hydroxy-3-phenyl-1-oxopropyl]-L-leucine, phenylmethyl ester). The product is C1(=CC=CC=C1)COP(=O)(O[C@H](C(=O)N[C@@H](CC(C)C)C(=O)OCC1=CC=CC=C1)CC1=CC=CC=C1)CCC1=CC=CC=C1 (N-[(S)-2[[(phenylmethoxy)(2-phenylethyl)phosphinyl]oxy]-1-oxo-3-phenylpropyl]-L-leucine, phenylmethyl ester). RXN SMILES: [C:1]1([CH2:7][CH2:8][P:9](=O)([O:18]CC2C=CC=CC=2)[O:10][CH2:11][C:12]2[CH:17]=[CH:16][CH:15]=[CH:14][CH:13]=2)[CH:6]=[CH:5][CH:4]=[CH:3][CH:2]=1.[OH:27][C@@H:28]([CH2:47][C:48]1[CH:53]=[CH:52][CH:51]=[CH:50][CH:49]=1)[C:29]([NH:31][C@H:32]([C:37]([O:39][CH2:40][C:41]1[CH:46]=[CH:45][CH:44]=[CH:43][CH:42]=1)=[O:38])[CH2:33][CH:34]([CH3:36])[CH3:35])=[O:30]>>[C:12]1([CH2:11][O:10][P:9]([CH2:8][CH2:7][C:1]2[CH:6]=[CH:5][CH:4]=[CH:3][CH:2]=2)([O:27][C@@H:28]([CH2:47][C:48]2[CH:53]=[CH:52][CH:51]=[CH:50][CH:49]=2)[C:29]([NH:31][C@H:32]([C:37]([O:39][CH2:40][C:41]2[CH:46]=[CH:45][CH:44]=[CH:43][CH:42]=2)=[O:38])[CH2:33][CH:34]([CH3:36])[CH3:35])=[O:30])=[O:18])[CH:13]=[CH:14][CH:15]=[CH:16][CH:17]=1. Procedure details: This (2-phenylethyl)phosphonic acid, dibenzyl ester is reacted with N-[(S)-2-hydroxy-3-phenyl-1-oxopropyl]-L-leucine, phenylmethyl ester according to the procedure described in Example 76 to give N-[(S)-2[[(phenylmethoxy)(2-phenylethyl)phosphinyl]oxy]-1-oxo-3-phenylpropyl]-L-leucine, phenylmethyl ester as a colorless oil. Starting materials: OC(C#N)(C)C1=CC=CC=C1 (α-hydroxyphenyl propionitrile), solution, CC(=O)C (acetone), [OH-].[Na+] (NaOH), α-amino acids, [NH4+].[OH-] (NH4OH). The solvent is [C-]#N.[K+] (KCN). Product: C1(=CC=CC=C1)N[C@@H](C)C(=O)O (phenyl alanine). Yield: 85.0%. As a reaction SMILES: OC([C:6]1[CH:11]=[CH:10][CH:9]=[CH:8][CH:7]=1)(C)C#N.[CH3:12][C:13]([CH3:15])=O.[OH-:16].[Na+].[NH4+:18].[OH-:19]>[C-]#N.[K+]>[C:6]1([NH:18][C@H:13]([C:15]([OH:19])=[O:16])[CH3:12])[CH:11]=[CH:10][CH:9]=[CH:8][CH:7]=1 |f:2.3,4.5,6.7|. Reported procedure: Following the same mode of operation as in the above example, starting with 0.14 g (approx. 10-3 mol) of α-hydroxyphenyl propionitrile in 2 ml of 0.1 M solution in KCN and 0.2 M in NH4OH 10 N, and after adding 0.06 g of acetone and 0.11 ml of NaOH 10 N after neutralisation, quantitative analysis by an analyst of α-amino acids gave a yield of 85% of phenyl alanine.